Dataset: the Open Reaction Database (ORD), a public repository of structured organic reaction records. Task: describe an organic reaction: reactants, conditions, products, and yield Reactants: ClC=1C(=C2N=C(C(=NC2=CC1Cl)OC)OC)N1C(=NN=C1C=1C=NC=CC1)COC ((±)-6,7-dichloro-2,3-dimethoxy-5-[3-methoxymethyl-5-(3-pyridyl)-4H-1,2,4-triazol-4-yl]quinoxaline), Cl (hydrochloric acid). Run in O1CCOCC1 (1,4-dioxane). Yields the product ClC=1C(=C2NC(C(NC2=CC1Cl)=O)=O)N1C(=NN=C1C=1C=NC=CC1)COC ((±)-6,7-dichloro-5-[3-methoxymethyl-5-(3-pyridyl)-4H-1,2,4-triazol-4-yl]-2,3(1H,4H)-quinoxalinedione). Isolated yield 71.2%. Reaction SMILES: [Cl:1][C:2]1[C:3]([N:17]2[C:21]([C:22]3[CH:23]=[N:24][CH:25]=[CH:26][CH:27]=3)=[N:20][N:19]=[C:18]2[CH2:28][O:29][CH3:30])=[C:4]2[C:9](=[CH:10][C:11]=1[Cl:12])[N:8]=[C:7]([O:13]C)[C:6]([O:15]C)=[N:5]2.Cl>O1CCOCC1>[Cl:1][C:2]1[C:3]([N:17]2[C:21]([C:22]3[CH:23]=[N:24][CH:25]=[CH:26][CH:27]=3)=[N:20][N:19]=[C:18]2[CH2:28][O:29][CH3:30])=[C:4]2[C:9](=[CH:10][C:11]=1[Cl:12])[NH:8][C:7](=[O:13])[C:6](=[O:15])[NH:5]2. Reported procedure: A mixture of (±)-6,7-dichloro-2,3-dimethoxy-5-[3-methoxymethyl-5-(3-pyridyl)-4H-1,2,4-triazol-4-yl]quinoxaline (3.0 g, 6.7 mmol), 2M aqueous hydrochloric acid solution (10 mL) and 1,4-dioxane (50 mL) was heated under reflux for 9 hours, cooled, and concentrated under reduced pressure. The residue was dissolved in 1M aqueous sodium hydroxide solution and acidified to pH 4.5 with concentrated hydrochloric acid to afford a thick white precipitate. This was collected by filtration and washed with wa...